Dataset: the Open Reaction Database (ORD), a public repository of structured organic reaction records. Task: describe an organic reaction: reactants, conditions, products, and yield Reactants: NC1=NC=NC(=C1)N (4,6-diaminopyrimidine), Cl (hydrochloric acid), C(C1=CC=CC=C1)OC(=O)Cl (benzyloxycarbonyl chloride), [OH-].[Na+] (sodium hydroxide), ice water. Run in O (water), C(C)O (ethanol). Run at time 2 hour. Yields the product C(C1=CC=CC=C1)OC(=O)N1CN=C(C=C1N)N (N-benzyloxycarbonyl-4,6-diaminopyrimidine). Yield: 36.9%. RXN SMILES: [NH2:1][C:2]1[CH:7]=[C:6]([NH2:8])[N:5]=[CH:4][N:3]=1.[OH-].[Na+].Cl.[CH2:12]([O:19][C:20](Cl)=[O:21])[C:13]1[CH:18]=[CH:17][CH:16]=[CH:15][CH:14]=1>O.C(O)C>[CH2:12]([O:19][C:20]([N:3]1[C:2]([NH2:1])=[CH:7][C:6]([NH2:8])=[N:5][CH2:4]1)=[O:21])[C:13]1[CH:18]=[CH:17][CH:16]=[CH:15][CH:14]=1 |f:1.2|. Reported procedure: To a mixture of 4,6-diaminopyrimidine (4.7 g), ethanol (500 ml) and water (200 ml) was added 1N sodium hydroxide (13.25 ml) while cooling with ice water. After the dropwise addition of 1N hydrochloric acid (26.5 ml) thereto, benzyloxycarbonyl chloride (4.5 g) was dropwise added thereto. After being stirred at room temperature for 2 hours, the mixture was concentrated under reduced pressure to give crystals. The crystals were collected by filtration and recrystallized from chloroform:methanol=5:1...